This data is from the Open Reaction Database (ORD), a public repository of structured organic reaction records. The task is: describe an organic reaction: reactants, conditions, products, and yield Reactants: [OH-].[Na+] (sodium hydroxide), C(C)N(CC(COC1=CC=C(C#N)C=C1)O)CCCSC1=CC=C(C=C1)O (4-[3-[ethyl[3-[(4-hydroxyphenyl)thio]propyl]amino]-2-hydroxypropoxy]-benzonitrile), C(C)(=O)Cl (acetylchloride). The reagents and catalysts are S(=O)(=O)(O)[O-].C(CCC)[N+](CCCC)(CCCC)CCCC (tetrabutylammonium hydrogen sulphate). Run in O1CCOCC1 (dioxan). Conditions: time 2 hour. Yields the product C(C)(=O)OC1=CC=C(C=C1)SCCCN(CC(COC1=CC=C(C#N)C=C1)O)CC (4-[3-[[3-[[4-(acetyloxy)phenyl]thio]propyl]ethylamino]-2-hydroxypropoxy]benzonitrile). Reaction SMILES: [OH-].[Na+].[CH2:3]([N:5]([CH2:19][CH2:20][CH2:21][S:22][C:23]1[CH:28]=[CH:27][C:26]([OH:29])=[CH:25][CH:24]=1)[CH2:6][CH:7]([OH:18])[CH2:8][O:9][C:10]1[CH:17]=[CH:16][C:13]([C:14]#[N:15])=[CH:12][CH:11]=1)[CH3:4].[C:30](Cl)(=[O:32])[CH3:31]>S([O-])(O)(=O)=O.C([N+](CCCC)(CCCC)CCCC)CCC.O1CCOCC1>[C:30]([O:29][C:26]1[CH:25]=[CH:24][C:23]([S:22][CH2:21][CH2:20][CH2:19][N:5]([CH2:3][CH3:4])[CH2:6][CH:7]([OH:18])[CH2:8][O:9][C:10]2[CH:17]=[CH:16][C:13]([C:14]#[N:15])=[CH:12][CH:11]=2)=[CH:28][CH:27]=1)(=[O:32])[CH3:31] |f:0.1,4.5|. Reported procedure: To a solution of sodium hydroxide (0.9 g in 25 ml dioxan) was added 4-[3-[ethyl[3-[(4-hydroxyphenyl)thio]propyl]amino]-2-hydroxypropoxy]-benzonitrile (3.4 g, 8.8 mmol) and tetrabutylammonium hydrogen sulphate. To the solution was added dropwise acetylchloride (0.78 g, 10 mmol) dissolved in dioxan (10 ml). The solution was stirred at room temperature for 2 h. After filtration and evaporation the residue was dissolved in methylene chloride, treated with charcoal and filtered through Celite. The so...